From a dataset of the Open Reaction Database (ORD), a public repository of structured organic reaction records. describe an organic reaction: reactants, conditions, products, and yield Reactants: COC1=CSC=2C1=NC=C(C2Cl)C(=O)OCC (Ethyl 3-methoxy-7-chlorothieno[3,2-b]pyridin-6-carboxylate), NC=1C(=CC=CC1)C (o-toluidine). The solvent is C1(=CC=CC=C1)OC (anisole). The product is COC1=CSC=2C1=NC=C(C2NC2=C(C=CC=C2)C)C(=O)OCC (Ethyl 3-methoxy-7-(2-methylphenylamino)thieno-[3.2-b]pyridine-6-carboxylate). Reaction SMILES: [CH3:1][O:2][C:3]1[C:7]2=[N:8][CH:9]=[C:10]([C:13]([O:15][CH2:16][CH3:17])=[O:14])[C:11](Cl)=[C:6]2[S:5][CH:4]=1.[NH2:18][C:19]1[C:20]([CH3:25])=[CH:21][CH:22]=[CH:23][CH:24]=1>C1(OC)C=CC=CC=1>[CH3:1][O:2][C:3]1[C:7]2=[N:8][CH:9]=[C:10]([C:13]([O:15][CH2:16][CH3:17])=[O:14])[C:11]([NH:18][C:19]3[CH:24]=[CH:23][CH:22]=[CH:21][C:20]=3[CH3:25])=[C:6]2[S:5][CH:4]=1. Reported procedure: Ethyl 3-methoxy-7-chlorothieno[3,2-b]pyridin-6-carboxylate (1.5 g, 0.0055 mol) and o-toluidine (1.18 g, 0.011 mol) in anisole (30 ml) were heated under reflux in an inert atmosphere for twenty hours. The solvent was evaporated under reduced pressure and the residue was taken up in chloroform (200 ml) and washed with 2N hydrochloric acid (3×100 ml). The organic phase was then washed with sodium bicarbonate solution (2×100 ml), and water, dried over magnesium sulphate, filtered and evaporated to g... Reactants: hydrochloride salt, FC=1C=C(C=CC1)C1=CC(=CC=2CC(OC21)COS(=O)(=O)C2=CC=C(C=C2)C)C2=CC=CC=C2 ((±)-{[7-(3-fluorophenyl)-5-phenyl-2,3-dihydro-1-benzofuran-2-yl]methyl}4-methylbenzenesulfonate), CN (methylamine). Yields the product FC=1C=C(C=CC1)C1=CC(=CC=2CC(OC21)CNC)C2=CC=CC=C2 ((±)-{[7-(3-fluorophenyl)-5-phenyl-2,3-dihydro-1-benzofuran-2-yl]methyl}methylamine). As a reaction SMILES: [F:1][C:2]1[CH:3]=[C:4]([C:8]2[C:16]3[O:15][CH:14]([CH2:17]OS(C4C=CC(C)=CC=4)(=O)=O)[CH2:13][C:12]=3[CH:11]=[C:10]([C:29]3[CH:34]=[CH:33][CH:32]=[CH:31][CH:30]=3)[CH:9]=2)[CH:5]=[CH:6][CH:7]=1.[CH3:35][NH2:36]>>[F:1][C:2]1[CH:3]=[C:4]([C:8]2[C:16]3[O:15][CH:14]([CH2:17][NH:36][CH3:35])[CH2:13][C:12]=3[CH:11]=[C:10]([C:29]3[CH:34]=[CH:33][CH:32]=[CH:31][CH:30]=3)[CH:9]=2)[CH:5]=[CH:6][CH:7]=1. Procedure: The title compound was prepared (0.058 g, 74%) following the general procedure of Example 390 as a white solid, hydrochloride salt from (±)-{[7-(3-fluorophenyl)-5-phenyl-2,3-dihydro-1-benzofuran-2-yl]methyl}4-methylbenzenesulfonate (0.10 g, 0.21 mmol) and methylamine (0.30 g, 9.8 mmol). mp >250° C.